The task is: describe an organic reaction: reactants, conditions, products, and yield. This data is from the Open Reaction Database (ORD), a public repository of structured organic reaction records. The reactants are FC(F)(F)c1cccc(-c2nc(CCl)no2)c1, O=[N+]([O-])c1ccc2[nH]ncc2c1. Yields the product O=[N+]([O-])c1ccc2c(cnn2Cc2noc(-c3cccc(C(F)(F)F)c3)n2)c1. RXN SMILES: [F:13][C:14]([c:15]1[cH:16][c:17](-[c:21]2[n:22][c:23]([CH2:26][Cl:27])[n:24][o:25]2)[cH:18][cH:19][cH:20]1)([F:28])[F:29].[N+:1](=[O:2])([O-:3])[c:4]1[cH:5][c:6]2[cH:7][n:8][nH:9][c:10]2[cH:11][cH:12]1>>[N+:1](=[O:2])([O-:3])[c:4]1[cH:5][c:6]2[cH:7][n:8][n:9]([CH2:26][c:23]3[n:22][c:21](-[c:17]4[cH:16][c:15]([C:14]([F:13])([F:28])[F:29])[cH:20][cH:19][cH:18]4)[o:25][n:24]3)[c:10]2[cH:11][cH:12]1.